Dataset: the Open Reaction Database (ORD), a public repository of structured organic reaction records. Task: describe an organic reaction: reactants, conditions, products, and yield Starting materials: FC(C=1C=C2C(C(=O)N(C2=O)CC(C)C)=CC1)(F)F (4-trifluoromethyl-N-isobutylphthalimide), O (water). Run in CO (methanol), [BH4-].[K+] (potassium borohydride). Run at temperature 20 celsius, time 16 hour. Product: FC(C1=CC=C2C(N(C(C2=C1)=O)CC(C)C)O)(F)F (6-trifluoromethyl-3-hydroxy-2-isobutyl-2,3-dihydroisoindol-1-one), FC(C=1C=C2C(N(C(C2=CC1)=O)CC(C)C)O)(F)F (5-trifluoromethyl-3-hydroxy-2-isobutyl-2,3-dihydroisoindol-1-one). Isolated yield 160.8%. As a reaction SMILES: [F:1][C:2]([F:19])([F:18])[C:3]1[CH:4]=[C:5]2[C:10](=[O:11])[N:9]([CH2:12][CH:13]([CH3:15])[CH3:14])[C:7](=[O:8])[C:6]2=[CH:16][CH:17]=1.O>CO.[BH4-].[K+]>[F:18][C:2]([F:1])([F:19])[C:3]1[CH:4]=[C:5]2[C:6]([CH:7]([OH:8])[N:9]([CH2:12][CH:13]([CH3:14])[CH3:15])[C:10]2=[O:11])=[CH:16][CH:17]=1.[F:18][C:2]([F:1])([F:19])[C:3]1[CH:4]=[C:5]2[C:6](=[CH:16][CH:17]=1)[C:7](=[O:8])[N:9]([CH2:12][CH:13]([CH3:14])[CH3:15])[CH:10]2[OH:11] |f:3.4|. Reported procedure: 5-Trifluoromethyl-3-hydroxy-2-isobutyl-2,3-dihydroisoindol-1-one and 6-trifluoromethyl-3-hydroxy-2-isobutyl-2,3-dihydroisoindol-1-one are prepared as described in Example 1, starting with 14.9 g of 4-trifluoromethyl-N-isobutylphthalimide in 300 cm3 of methanol and 2.96 g of potassium borohydride. The reaction mixture is stirred at a temperature in the region of 20° C. for 16 hours and then cooled to a temperature in the region of 0° C. and 100 cm3 of distilled water are added dropwise. The metha...